This data is from the Open Reaction Database (ORD), a public repository of structured organic reaction records. The task is: describe an organic reaction: reactants, conditions, products, and yield The product is O=C(CN1CCC(Cc2ccc(F)cc2)CC1)Nc1ccc2c(c1)CC(=O)N2. RXN SMILES: [CH2:31]([O:32][CH2:33][CH3:34])[CH3:35].[Cl:1][CH2:2][C:3](=[O:4])[NH:5][c:6]1[cH:7][c:8]2[c:12]([cH:13][cH:14]1)[NH:11][C:10](=[O:15])[CH2:9]2.[ClH:16].[F:17][c:18]1[cH:19][cH:20][c:21]([CH2:22][CH:23]2[CH2:24][CH2:25][NH:26][CH2:27][CH2:28]2)[cH:29][cH:30]1>>[CH2:2]([C:3](=[O:4])[NH:5][c:6]1[cH:7][c:8]2[c:12]([cH:13][cH:14]1)[NH:11][C:10](=[O:15])[CH2:9]2)[N:26]1[CH2:25][CH2:24][CH:23]([CH2:22][c:21]2[cH:20][cH:19][c:18]([F:17])[cH:30][cH:29]2)[CH2:28][CH2:27]1. The reactants are CCOCC, O=C(CCl)Nc1ccc2c(c1)CC(=O)N2, Cl, Fc1ccc(CC2CCNCC2)cc1. The reactants are [Cl-], Cl, Cl, O=N[O-], Nc1ccc2c(c1C(=O)O)OCCO2, [Na+], O. Product: O=C(O)c1c(Cl)ccc2c1OCCO2. As a reaction SMILES: [Cl-:21].[ClH:16].[ClH:1].[N:17]([O-:18])=[O:19].[NH2:2][c:3]1[c:4]([C:13](=[O:14])[OH:15])[c:5]2[c:6]([cH:11][cH:12]1)[O:7][CH2:8][CH2:9][O:10]2.[Na+:20].[OH2:22]>>[Cl:1][c:3]1[c:4]([C:13](=[O:14])[OH:15])[c:5]2[c:6]([cH:11][cH:12]1)[O:7][CH2:8][CH2:9][O:10]2. Starting materials: COC(COC1=NC=C(C=C1[N+](=O)[O-])C)=O ((5-methyl-3-nitro-pyridin-2-yloxy)-acetic acid methyl ester), [Sn](Cl)(Cl)(Cl)Cl (tin tetrachloride), [OH-].[Na+] (NaOH). Run in Cl (hydrochloric acid). Reaction conditions: time 1 hour. The product is CC1=CC2=C(OCC(N2)=O)N=C1 (7-methyl-1H-pyrido[2,3-b][1,4]oxazin-2-one). The yield is 67.5%. As a reaction SMILES: C[O:2][C:3](=O)[CH2:4][O:5][C:6]1[C:11]([N+:12]([O-])=O)=[CH:10][C:9]([CH3:15])=[CH:8][N:7]=1.[Sn](Cl)(Cl)(Cl)Cl.[OH-].[Na+]>Cl>[CH3:15][C:9]1[CH:8]=[N:7][C:6]2[O:5][CH2:4][C:3](=[O:2])[NH:12][C:11]=2[CH:10]=1 |f:2.3|. Reported procedure: In a 250 ml round flask, (5-methyl-3-nitro-pyridin-2-yloxy)-acetic acid methyl ester (5.47 g, 23.9 mmol) and tin tetrachloride (18.1 g, 95.6 mmol) were dissolved in 24 ml of concentrated hydrochloric acid, and then stirred at 800 for 1 hour. The reaction mixture was cooled to room temperature, neutralized with 10% NaOH solution, and extracted with ethyl acetate. The combined organic layer was washed with water and saturated saline solution, dried over anhydrous sodium sulfate (Na2SO4), filtered ... The reactants are CC=C(C=CCO)CC, N#CO[Na], O=C(O)C(F)(F)F, c1ccccc1. Product: CC=C(C=CCOC(N)=O)CC. Reaction SMILES: [CH2:1]([CH3:2])[C:3]([CH:4]=[CH:5][CH2:6][OH:7])=[CH:8][CH3:9].[Na:10][O:11][C:12]#[N:13].[OH:14][C:15]([C:16]([F:17])([F:18])[F:19])=[O:20].[cH:21]1[cH:22][cH:23][cH:24][cH:25][cH:26]1>>[CH2:1]([CH3:2])[C:3]([CH:4]=[CH:5][CH2:6][O:7][C:12](=[O:11])[NH2:13])=[CH:8][CH3:9]. Starting materials: [OH-].[Na+] (sodium hydroxide), O1COC2=C1C=CC(=C2)C(C(=O)OC)C2=CN(C1=CC=C(C=C21)Br)C (methyl 2-(1,3-benzodioxol-5-yl)-2-(5-bromo-1-methyl-1H-3-indolyl)acetate), ( b ), CO (methanol). The solvent is O1CCOCC1 (1,4-dioxane). Yields the product O1COC2=C1C=CC(=C2)C(C(=O)O)C2=CN(C1=CC=C(C=C21)Br)C (2-(1,3-Benzodioxol-5-yl)-2-(5-bromo-1-methyl-1H-3-indolyl)acetic acid). RXN SMILES: [OH-].[Na+].[O:3]1[C:7]2[CH:8]=[CH:9][C:10]([CH:12]([C:17]3[C:25]4[C:20](=[CH:21][CH:22]=[C:23]([Br:26])[CH:24]=4)[N:19]([CH3:27])[CH:18]=3)[C:13]([O:15]C)=[O:14])=[CH:11][C:6]=2[O:5][CH2:4]1.CO>O1CCOCC1>[O:3]1[C:7]2[CH:8]=[CH:9][C:10]([CH:12]([C:17]3[C:25]4[C:20](=[CH:21][CH:22]=[C:23]([Br:26])[CH:24]=4)[N:19]([CH3:27])[CH:18]=3)[C:13]([OH:15])=[O:14])=[CH:11][C:6]=2[O:5][CH2:4]1 |f:0.1|. Reported procedure: Aqueous sodium hydroxide (14.7 ml of 1M) was added to a solution of methyl 2-(1,3-benzodioxol-5-yl)-2-(5-bromo-1-methyl-1H-3-indolyl)acetate from (b) (1.97 g, 4.9 mmol) in a 3:1 mixture of methanol and 1,4-dioxane at ambient temperature. The mixture was heated to reflux for 1 hour before recooling and removing the organic solvents in vacuo. The residue was redissolved in water and acidified with drops of concentrated hydrochloric acid. The resultant precipitate was extracted with diethylether, d... Reported procedure: A solution of 3-isopropyl phenol (10.0 g, 73.4 mmol) in 350 mL 9:1 benzene/CHCl3 was cooled to 0° C. Hypochlorous acid tert-butyl ester (8.77 g, 80.8 mmol) was added drop-wise over 5 min and the mixture was allowed to warm to rt. After 16 h the mixture was concentrated in vacuo to give a crude oil. Purification via flash chromatography afforded 2-chloro-5-isopropyl-phenol and 4-chloro-3-isopropyl-phenol (6.540 g, 52%) as a 7:3 inseparable mixture of isomers in the form of a pale yellow oil. The ... Solvent: C1=CC=CC=C1.C(Cl)(Cl)Cl (benzene CHCl3). The product is ClC1=C(C=C(C=C1)C(C)C)O (2-chloro-5-isopropyl-phenol), ClC1=C(C=C(C=C1)O)C(C)C (4-chloro-3-isopropyl-phenol). Isolated yield 104.4%. As a reaction SMILES: [CH:1]([C:4]1[CH:5]=[C:6]([OH:10])[CH:7]=[CH:8][CH:9]=1)([CH3:3])[CH3:2].C(O[Cl:16])(C)(C)C>C1C=CC=CC=1.C(Cl)(Cl)Cl>[Cl:16][C:7]1[CH:8]=[CH:9][C:4]([CH:1]([CH3:3])[CH3:2])=[CH:5][C:6]=1[OH:10].[Cl:16][C:9]1[CH:8]=[CH:7][C:6]([OH:10])=[CH:5][C:4]=1[CH:1]([CH3:3])[CH3:2] |f:2.3|. The reactants are C(C)(C)C=1C=C(C=CC1)O (3-isopropyl phenol), C(C)(C)(C)OCl (Hypochlorous acid tert-butyl ester). Starting materials: CO (methanol), C(C(=C)C)(=O)OC1CC(CCC1)=O (3-oxocyclohexyl methacrylate), C(C(=C)C)(=O)OC[Si](C)(C)C (trimethylsilylmethyl methacrylate), CC(C)(C#N)N=NC(C)(C)C#N (AIBN). The solvent is C1(=CC=CC=C1)C (toluene), O (water), C1(=CC=CC=C1)C (toluene), C1(=CC=CC=C1)C (toluene). Run at time 5 hour. Yields the product C(C(=C)C)(=O)OC[Si](C)(C)C.C(C(=C)C)(=O)OC1CC(CCC1)=O (trimethylsilylmethyl methacrylate 3-oxocyclohexyl methacrylate). Isolated yield 57.0%. RXN SMILES: [C:1]([O:6][CH:7]1[CH2:12][CH2:11][CH2:10][C:9](=[O:13])[CH2:8]1)(=[O:5])[C:2]([CH3:4])=[CH2:3].[C:14]([O:19][CH2:20][Si:21]([CH3:24])([CH3:23])[CH3:22])(=[O:18])[C:15]([CH3:17])=[CH2:16].CC(N=NC(C#N)(C)C)(C#N)C.CO>C1(C)C=CC=CC=1.O>[C:14]([O:19][CH2:20][Si:21]([CH3:24])([CH3:22])[CH3:23])(=[O:18])[C:15]([CH3:17])=[CH2:16].[C:1]([O:6][CH:7]1[CH2:12][CH2:11][CH2:10][C:9](=[O:13])[CH2:8]1)(=[O:5])[C:2]([CH3:4])=[CH2:3] |f:6.7|. Reported procedure: 3-oxocyclohexyl methacrylate and trimethylsilylmethyl methacrylate were mixed at a mixing ratio of 1:1 so as to form a toluene solution having a monomer concentration of 5 mol/liter. Next, 2 mol %, on the basis of the monomer, of AIBN was added to the mixture, and the mixture was retained in an oil bath at 80° C. for 5 hours with stirring. Thereafter, the mixture was left standing at room temperature to cool, and the reaction product was diluted with toluene. The toluene solution was dropped int...